Dataset: the Open Reaction Database (ORD), a public repository of structured organic reaction records. Task: describe an organic reaction: reactants, conditions, products, and yield Reactants: BrCC1CC1, O=C([O-])[O-], CN(C)C=O, Cl, O=C1CCc2cc(OC3CCNCC3)ccc2N1c1ccc(F)cc1, [K+], [K+], O. The product is O=C1CCc2cc(OC3CCN(CC4CC4)CC3)ccc2N1c1ccc(F)cc1. Reaction SMILES: [Br:33][CH2:34][CH:35]1[CH2:36][CH2:37]1.[C:27](=[O:28])([O-:29])[O-:30].[CH3:38][N:39]([CH3:40])[CH:41]=[O:42].[ClH:1].[F:2][c:3]1[cH:4][cH:5][c:6]([N:9]2[C:10](=[O:26])[CH2:11][CH2:12][c:13]3[cH:14][c:15]([O:19][CH:20]4[CH2:21][CH2:22][NH:23][CH2:24][CH2:25]4)[cH:16][cH:17][c:18]32)[cH:7][cH:8]1.[K+:31].[K+:32].[OH2:43]>>[F:2][c:3]1[cH:4][cH:5][c:6]([N:9]2[C:10](=[O:26])[CH2:11][CH2:12][c:13]3[cH:14][c:15]([O:19][CH:20]4[CH2:21][CH2:22][N:23]([CH2:34][CH:35]5[CH2:36][CH2:37]5)[CH2:24][CH2:25]4)[cH:16][cH:17][c:18]32)[cH:7][cH:8]1. The reactants are COC(CN1C(C(CC=C(C1)C(O[SiH2]C(C)(C)C)(C)C)NC(=O)OC(C)(C)C)=O)=O ([3-tert-Butoxycarbonylamino-6-(tert-butyl-dimethyl-silanyloxymethyl)-oxo-2,3,4,7-tetrahydro-azepin-1-yl]-acetic acid methyl ester), C(=O)(C(F)(F)F)O (TFA). Run in C(Cl)Cl (CH2Cl2). Reaction conditions: time 30 minute. The product is COC(CN1C(C(CC=C(C1)CO)N)=O)=O ((6-hydroxymethyl-3-amino-2-oxo-2,3,4,7-tetrahydro-azepin-1-yl)-acetic acid methyl ester). RXN SMILES: [CH3:1][O:2][C:3](=[O:30])[CH2:4][N:5]1[CH2:11][C:10]([C:12](C)(C)[O:13][SiH2]C(C)(C)C)=[CH:9][CH2:8][CH:7]([NH:21]C(OC(C)(C)C)=O)[C:6]1=[O:29].C(O)(C(F)(F)F)=O>C(Cl)Cl>[CH3:1][O:2][C:3](=[O:30])[CH2:4][N:5]1[CH2:11][C:10]([CH2:12][OH:13])=[CH:9][CH2:8][CH:7]([NH2:21])[C:6]1=[O:29]. Reported procedure: A solution of [3-tert-Butoxycarbonylamino-6-(tert-butyl-dimethyl-silanyloxymethyl)-oxo-2,3,4,7-tetrahydro-azepin-1-yl]-acetic acid methyl ester, 17, (4.32 g, 9.7 mmol) in CH2Cl2 (20 mL) is treated with wet TFA (5 mL) and stirred at rt for 30 min. The solution is concentrated in vacuo using toluene to azeotrope off the solvent. The crude product is used without further purification. Reactants: CC(C)(C)OC(=O)CCC(NC(=O)NC(CCC(=O)ON1C(=O)CCC1=O)C(=O)OC(C)(C)C)C(=O)OC(C)(C)C, CCN(C(C)C)C(C)C, CC(C)(C)OC(=O)Cn1ccnc1CN(CCCCC(N)C(=O)O)Cc1nccn1CC(=O)OC(C)(C)C, CN(C)C=O. Yields the product CC(C)(C)OC(=O)CCC(NC(=O)NC(CCC(=O)NC(CCCCN(Cc1nccn1CC(=O)OC(C)(C)C)Cc1nccn1CC(=O)OC(C)(C)C)C(=O)O)C(=O)OC(C)(C)C)C(=O)OC(C)(C)C. Reaction SMILES: [C:1]([CH3:2])([CH3:3])([CH3:4])[O:5][C:6]([CH:7]([CH2:8][CH2:9][C:10](=[O:11])[O:12][N:13]1[C:14](=[O:15])[CH2:16][CH2:17][C:18]1=[O:19])[NH:20][C:21]([NH:22][CH:23]([C:24](=[O:25])[O:26][C:27]([CH3:28])([CH3:29])[CH3:30])[CH2:31][CH2:32][C:33](=[O:34])[O:35][C:36]([CH3:37])([CH3:38])[CH3:39])=[O:40])=[O:41].[CH:80]([N:81]([CH2:82][CH3:83])[CH:84]([CH3:85])[CH3:86])([CH3:87])[CH3:88].[NH2:42][CH:43]([C:44](=[O:45])[OH:46])[CH2:47][CH2:48][CH2:49][CH2:50][N:51]([CH2:52][c:53]1[n:54]([CH2:58][C:59]([O:60][C:61]([CH3:62])([CH3:63])[CH3:64])=[O:65])[cH:55][cH:56][n:57]1)[CH2:66][c:67]1[n:68]([CH2:72][C:73](=[O:74])[O:75][C:76]([CH3:77])([CH3:78])[CH3:79])[cH:69][cH:70][n:71]1.[O:89]=[CH:90][N:91]([CH3:92])[CH3:93]>>[C:1]([CH3:2])([CH3:3])([CH3:4])[O:5][C:6]([CH:7]([CH2:8][CH2:9][C:10](=[O:11])[NH:42][CH:43]([C:44](=[O:45])[OH:46])[CH2:47][CH2:48][CH2:49][CH2:50][N:51]([CH2:52][c:53]1[n:54]([CH2:58][C:59]([O:60][C:61]([CH3:62])([CH3:63])[CH3:64])=[O:65])[cH:55][cH:56][n:57]1)[CH2:66][c:67]1[n:68]([CH2:72][C:73](=[O:74])[O:75][C:76]([CH3:77])([CH3:78])[CH3:79])[cH:69][cH:70][n:71]1)[NH:20][C:21]([NH:22][CH:23]([C:24](=[O:25])[O:26][C:27]([CH3:28])([CH3:29])[CH3:30])[CH2:31][CH2:32][C:33](=[O:34])[O:35][C:36]([CH3:37])([CH3:38])[CH3:39])=[O:40])=[O:41]. Starting materials: CC1=CCC=2C1=CC=1C(C3=CC=CC=C3C1C2)(CCCCCCCCCCCCCC)CCCCCCCCCCCCCC (methyl-9,9-ditetradecyl-3,9-dihydrocyclopenta[b]fluorene), C(C)(C)(C)N[Si](C)(C)C1C(=CC2=CC=3C(C4=CC=CC=C4C3C=C21)(CCCCCCCCCCCCCC)CCCCCCCCCCCCCC)C (N-tert-butyl-1-(9,9-ditetradecyl-2-methyl-3,9-dihydrocyclopenta[b]fluoren-3-yl)-1,1-dimethylsilanamine), C(C)(C)(C)N (tert-butylamine), C(CCC)[Li] (n-butyllithium). The solvent is C(C)OCC (diethyl ether). Conditions: time 12 hour. The product is mixture, C(C)(C)(C)N[Si](C)(C)C1C(=CC=2C1=CC=1C(C3=CC=CC=C3C1C2)(CCCCCCCCCCCCCC)CCCCCCCCCCCCCC)C (N-tert-butyl-1-(9,9-ditetradecyl-2-methyl-1,9-dihydrocyclopenta[b]fluoren-1-yl)-1,1-dimethylsilanamine). Yield: 92.7%. Reaction SMILES: CC1C2=CC3[C:9](CCCCCCCCCCCCCC)([CH2:18][CH2:19][CH2:20][CH2:21][CH2:22][CH2:23][CH2:24][CH2:25][CH2:26][CH2:27][CH2:28]CCC)[C:10]4C(C=3C=C2CC=1)=CC=C[CH:11]=4.[CH2:46]([Li])[CH2:47][CH2:48][CH3:49].[C:51](N)(C)(C)[CH3:52].[C:56]([NH:60][Si:61]([CH:64]1[C:79]2[C:67](=[CH:68][C:69]3[C:70]([CH2:94][CH2:95][CH2:96][CH2:97][CH2:98][CH2:99][CH2:100][CH2:101]CCCCCC)(CCCCCCCCCCCCCC)[C:71]4[C:76]([C:77]=3[CH:78]=2)=[CH:75][CH:74]=[CH:73][CH:72]=4)[CH:66]=[C:65]1[CH3:108])([CH3:63])[CH3:62])([CH3:59])([CH3:58])[CH3:57]>C(OCC)C>[C:56]([NH:60][Si:61]([CH:64]1[C:79]2=[CH:78][C:77]3[C:76]([CH2:75][CH2:74][CH2:73][CH2:72][CH2:71][CH2:70][CH2:94][CH2:95][CH2:96][CH2:97][CH2:98][CH2:99][CH2:100][CH3:101])([CH2:28][CH2:27][CH2:26][CH2:25][CH2:24][CH2:23][CH2:22][CH2:21][CH2:20][CH2:19][CH2:18][CH2:9][CH2:10][CH3:11])[C:46]4[C:52]([C:69]=3[CH:68]=[C:67]2[CH:66]=[C:65]1[CH3:108])=[CH:51][CH:49]=[CH:48][CH:47]=4)([CH3:63])[CH3:62])([CH3:58])([CH3:57])[CH3:59]. Procedure details: In a 250 mL round flask, 2 methyl-9,9-ditetradecyl-3,9-dihydrocyclopenta[b]fluorene (4.9 g, 8.0 mmol) was dissolved in 100 mL of anhydrous diethyl ether, and then the temperature was lowered to −78° C. Then, n-butyllithium (1.6M hexane solution, 5.5 mL) was slowly injected thereto, followed by stirring at room temperature for 12 hours. After volatile materials were removed by vacuum, 100 mL of n-hexane was added to the mixture to lower the reactor temperature to −78° C., followed by addition of ... Reactants: CO, O=Cc1ccccc1, CC(C)(C)c1nnc(NN)s1, O. Product: CC(C)(C)c1nnc(NN=Cc2ccccc2)s1. Reaction SMILES: [CH3:21][OH:22].[CH:1](=[O:2])[c:3]1[cH:4][cH:5][cH:6][cH:7][cH:8]1.[NH:9]([NH2:10])[c:11]1[s:12][c:13]([C:16]([CH3:17])([CH3:18])[CH3:19])[n:14][n:15]1.[OH2:20]>>[CH:1]([c:3]1[cH:4][cH:5][cH:6][cH:7][cH:8]1)=[N:10][NH:9][c:11]1[s:12][c:13]([C:16]([CH3:17])([CH3:18])[CH3:19])[n:14][n:15]1.